Dataset: the Open Reaction Database (ORD), a public repository of structured organic reaction records. Task: describe an organic reaction: reactants, conditions, products, and yield Product: NC1=C(C(N(C(N1CCC1=CC=C(C=C1)NC(=O)C1CCCC1)=O)CCC)=O)NC(=O)C1CCCC1 (6-amino-1-[4-(cyclopentanecarbonylamino)phenethyl]-5-(cyclopentanecarbonyl) amino-3-propyluracil). Starting materials: Compound k, 1-ethyl-3-(3-dimethylamino)propylcarbodiimide hydrochloride, C1(CCCC1)C(=O)O (cyclopentanecarboxylic acid), O1CCOCC1 (dioxane), C(CC)(=O)NC1=CC=C(CCN2C(N(C(C=3NC(=NC23)C2CCCC2)=O)CCC)=O)C=C1 (3-(4-propionylaminophenethyl)-8-cyclopentyl-1-propylxanthine). Yield: 41.0%. Reaction SMILES: [C:1]([NH:5][C:6]1[CH:32]=[CH:31][C:9]([CH2:10][CH2:11][N:12]2[C:20]3[N:19]=[C:18]([CH:21]4[CH2:25][CH2:24][CH2:23][CH2:22]4)[NH:17][C:16]=3[C:15](=[O:26])[N:14]([CH2:27][CH2:28][CH3:29])[C:13]2=[O:30])=[CH:8][CH:7]=1)(=[O:4])[CH2:2][CH3:3].[CH:33]1(C(O)=O)[CH2:37]CC[CH2:34]1.[O:41]1CCOCC1>O>[NH2:19][C:20]1[N:12]([CH2:11][CH2:10][C:9]2[CH:31]=[CH:32][C:6]([NH:5][C:1]([CH:2]3[CH2:37][CH2:33][CH2:34][CH2:3]3)=[O:4])=[CH:7][CH:8]=2)[C:13](=[O:30])[N:14]([CH2:27][CH2:28][CH3:29])[C:15](=[O:26])[C:16]=1[NH:17][C:18]([CH:21]1[CH2:25][CH2:24][CH2:23][CH2:22]1)=[O:41]. Run in O (water). Reported procedure: Compound k obtained in Reference Example 2 (10.8 g, 35.3 mmol) was dissolved in a mixture of 100 ml of dioxane and 100 ml of water, and 3.86 ml (35.5 mmol) of cyclopentanecarboxylic acid was added to the solution. Then, 1-ethyl-3-(3-dimethylamino)propylcarbodiimide hydrochloride (11.2 g, 56.8 mmol) was added slowly at room temperature at pH 5-6 over a period of five minutes. The crystals formed were collected by filtration to give 7.13 g (yield: 41%) of 6-amino-1-[4-(cyclopentanecarbonylamino)ph... Starting materials: C(C)OC=1C(C(C1NC=1C=NC=CC1)=O)=O (3-ethoxy-4-(pyridin-3-yl-amino)-3-cyclobutene-1,2-dione), O1CCN(CC1)CC1=CC=C(OCCCCCCN)C=C1 (6-[4-(morpholinomethyl)-phenoxy]-hexylamine). The solvent is C(C)O (ethanol), C(C)O (ethanol). Conditions: time 18 hour. Product: O1CCN(CC1)CC1=CC=C(OCCCCCCNC=2C(C(C2NC=2C=NC=CC2)=O)=O)C=C1 (3-(6-[4-(Morpholinomethyl)-phenoxy]-hexylamino)-4-(pyridin-3-yl-amino)-3-cyclobutene-1,2-dione). As a reaction SMILES: C(O[C:4]1[C:5](=[O:16])[C:6](=[O:15])[C:7]=1[NH:8][C:9]1[CH:10]=[N:11][CH:12]=[CH:13][CH:14]=1)C.[O:17]1[CH2:22][CH2:21][N:20]([CH2:23][C:24]2[CH:37]=[CH:36][C:27]([O:28][CH2:29][CH2:30][CH2:31][CH2:32][CH2:33][CH2:34][NH2:35])=[CH:26][CH:25]=2)[CH2:19][CH2:18]1>C(O)C>[O:17]1[CH2:18][CH2:19][N:20]([CH2:23][C:24]2[CH:25]=[CH:26][C:27]([O:28][CH2:29][CH2:30][CH2:31][CH2:32][CH2:33][CH2:34][NH:35][C:4]3[C:5](=[O:16])[C:6](=[O:15])[C:7]=3[NH:8][C:9]3[CH:10]=[N:11][CH:12]=[CH:13][CH:14]=3)=[CH:36][CH:37]=2)[CH2:21][CH2:22]1. Procedure: To a solution of 3-ethoxy-4-(pyridin-3-yl-amino)-3-cyclobutene-1,2-dione (350 mg, 1.6 mmol) in ethanol (1.4 mL) was added 6-[4-(morpholinomethyl)-phenoxy]-hexylamine (469 mg, 1.6 mmol) in ethanol (5 mL). The reaction was allowed to stir at r.t. for 18 h, then filtered. The solid was washed with cold ethanol, then ether to give the title compound. Reactants: [Na+].OC1=CC=C(C=C1)S(=O)(=O)[O-] (4-hydroxybenzenesulfonicacid sodium salt), [OH-].[K+] (potassium hydroxide), BrC(CCCCC)O (1-Bromohexanol). Reaction SMILES: [Na+:1].[OH:2][C:3]1[CH:8]=[CH:7][C:6]([S:9]([O-:12])(=[O:11])=[O:10])=[CH:5][CH:4]=1.[OH-].[K+].Br[CH:16]([OH:22])[CH2:17][CH2:18][CH2:19][CH2:20][CH3:21]>C(O)C>[OH:22][CH2:16][CH2:17][CH2:18][CH2:19][CH2:20][CH2:21][O:2][C:3]1[CH:8]=[CH:7][C:6]([S:9]([O-:12])(=[O:10])=[O:11])=[CH:5][CH:4]=1.[Na+:1] |f:0.1,2.3,6.7|. The yield is 98.8%. The solvent is C(C)O (ethanol). Yields the product OCCCCCCOC1=CC=C(C=C1)S(=O)(=O)[O-].[Na+] (sodium 4-(6-hydroxyhexyl)oxybenzenesulfonate). Procedure details: Into a three-necked round-bottom flask equipped with a magnetic stirring bar and a reflux condenser were added 4-hydroxybenzenesulfonicacid sodium salt (30.0 grams (g), 0.13 mol), potassium hydroxide (9.0 g, 0.16 mol) and distilled water (60 milliliter (ml)). 1-Bromohexanol (23.16 g, 0.13 mol) dissolved in ethanol (50 ml) was added drop wise into the reaction mixture at room temperature. The reaction mixture was refluxed for 24 hours and then cooled to room temperature. The precipitated product ... Starting materials: BrCBr, O=C1CCCCCCCCCCCC1, CCCCC, [Cl-], [Cl-], [Cl-], [Cl-], ClCCl, Cl, C1CCOC1, [Ti+4], [Zn]. Yields the product C=C1CCCCCCCCCCCC1. Reaction SMILES: [Br:1][CH2:2][Br:3].[C:4]1(=[O:17])[CH2:5][CH2:6][CH2:7][CH2:8][CH2:9][CH2:10][CH2:11][CH2:12][CH2:13][CH2:14][CH2:15][CH2:16]1.[CH3:27][CH2:28][CH2:29][CH2:30][CH3:31].[Cl-:33].[Cl-:34].[Cl-:35].[Cl-:36].[Cl:19][CH2:20][Cl:21].[ClH:18].[O:22]1[CH2:23][CH2:24][CH2:25][CH2:26]1.[Ti+4:37].[Zn:32]>>[CH2:2]=[C:4]1[CH2:5][CH2:6][CH2:7][CH2:8][CH2:9][CH2:10][CH2:11][CH2:12][CH2:13][CH2:14][CH2:15][CH2:16]1. The reactants are ClC1=C(C=C(N)C=C1)[N+](=O)[O-] (4-chloro-3-nitroaniline), C(C)(C)S (isopropyl mercaptan), [OH-].[Na+] (sodium hydroxide). Run in CS(=O)C (DMSO), O (water), O (water). Conditions: time 3 day. Product: C(C)(C)SC1=C(C=C(N)C=C1)[N+](=O)[O-] (4-(isopropylthio)-3-nitroaniline). The yield is 96.8%. As a reaction SMILES: Cl[C:2]1[CH:8]=[CH:7][C:5]([NH2:6])=[CH:4][C:3]=1[N+:9]([O-:11])=[O:10].[CH:12]([SH:15])([CH3:14])[CH3:13].[OH-].[Na+]>CS(C)=O.O>[CH:12]([S:15][C:2]1[CH:8]=[CH:7][C:5]([NH2:6])=[CH:4][C:3]=1[N+:9]([O-:11])=[O:10])([CH3:14])[CH3:13] |f:2.3|. Procedure details: To a stirred solution containing 34.5 g (0.20 mole) of 4-chloro-3-nitroaniline and 24 g (0.30 mole) of isopropyl mercaptan in 200 ml of DMSO was added dropwise at ambient temperature a solution of 8.0 g (0.20 mole) of sodium hydroxide in 10 ml of water. The addition was exothermic to 60° and the mixture became deep red in color. After three days, the reaction mixture was poured into water and extracted with methylene chloride. The combined extracts were washed with water, dried with anhydrous Mg... Starting materials: CCOP(=O)(CCCc1cc(C)c(-c2nc3ccc(C(=O)Nc4ccc5ccccc5n4)cc3[nH]2)c(C)c1)OCC, ClCCl, C[Si](C)(C)Br. Product: CCOP(=O)(O)CCCc1cc(C)c(-c2nc3ccc(C(=O)Nc4ccc5ccccc5n4)cc3[nH]2)c(C)c1. Reaction SMILES: [CH2:1]([CH3:2])[O:3][P:4]([O:5][CH2:6][CH3:7])(=[O:8])[CH2:9][CH2:10][CH2:11][c:12]1[cH:13][c:14]([CH3:41])[c:15](-[c:19]2[n:20][c:21]3[c:22]([nH:23]2)[cH:24][c:25]([C:28]([NH:29][c:30]2[n:31][c:32]4[cH:33][cH:34][cH:35][cH:36][c:37]4[cH:38][cH:39]2)=[O:40])[cH:26][cH:27]3)[c:16]([CH3:18])[cH:17]1.[Cl:47][CH2:48][Cl:49].[Si:42]([Br:43])([CH3:44])([CH3:45])[CH3:46]>>[CH2:1]([CH3:2])[O:3][P:4](=[O:5])([OH:8])[CH2:9][CH2:10][CH2:11][c:12]1[cH:13][c:14]([CH3:41])[c:15](-[c:19]2[n:20][c:21]3[c:22]([nH:23]2)[cH:24][c:25]([C:28]([NH:29][c:30]2[n:31][c:32]4[cH:33][cH:34][cH:35][cH:36][c:37]4[cH:38][cH:39]2)=[O:40])[cH:26][cH:27]3)[c:16]([CH3:18])[cH:17]1. Reactants: Cl.BrC1=C2CCNCC2=C(C(=C1)[N+](=O)[O-])N (5-Bromo-7-nitro-1,2,3,4-tetrahydro-8-isoquinolinylamine monohydrochloride), FC(C1=CC=C(C=C1)C=O)(F)F (α,α,α-trifluro-p-tolualdehyde), C(#N)[BH3-].[Na+] (sodium cyanoborohydride). Solvent: CO.O (MeOH H2O). Run at time 2.5 hour. The product is BrC1=C2CCN(CC2=C(C(=C1)[N+](=O)[O-])N)CC1=CC=C(C=C1)C(F)(F)F (5-Bromo-1,2,3,4-tetrahydro-7-nitro-2-[[4-(trifluoromethyl)phenyl]methyl]-8-isoquinolinamine). Yield: 50.9%. As a reaction SMILES: Cl.[Br:2][C:3]1[CH:12]=[C:11]([N+:13]([O-:15])=[O:14])[C:10]([NH2:16])=[C:9]2[C:4]=1[CH2:5][CH2:6][NH:7][CH2:8]2.[F:17][C:18]([F:28])([F:27])[C:19]1[CH:24]=[CH:23][C:22]([CH:25]=O)=[CH:21][CH:20]=1.C([BH3-])#N.[Na+]>CO.O>[Br:2][C:3]1[CH:12]=[C:11]([N+:13]([O-:15])=[O:14])[C:10]([NH2:16])=[C:9]2[C:4]=1[CH2:5][CH2:6][N:7]([CH2:25][C:22]1[CH:21]=[CH:20][C:19]([C:18]([F:17])([F:27])[F:28])=[CH:24][CH:23]=1)[CH2:8]2 |f:0.1,3.4,5.6|. Procedure: A solution of the product from Example 5 (1 g, 3.24 mmol) and α,α,α-trifluro-p-tolualdehyde (1.22 g, 7 mmol) in 2:1 MeOH/H2O (50 mL) was treated with sodium cyanoborohydride (0.56 g, 9 mmol) portionwise under nitrogen and stirred for 2.5 hours. The precipitate was filtered, washed with hexane and dried to give the title compound (0.71 g, 51% yield) as a yellow solid, mp=119-120° C.